From a dataset of the Open Reaction Database (ORD), a public repository of structured organic reaction records. describe an organic reaction: reactants, conditions, products, and yield Reactants: [BH4-], C1CCOC1, CC(C)(C)OC(=O)NC(CC1CCCCC1)C(=O)CCl, [Na+], O. Product: CC(C)(C)OC(=O)NC(CC1CCCCC1)C(O)CCl. As a reaction SMILES: [BH4-:21].[CH2:23]1[O:24][CH2:25][CH2:26][CH2:27]1.[Cl:1][CH2:2][C:3]([CH:4]([CH2:5][CH:6]1[CH2:7][CH2:8][CH2:9][CH2:10][CH2:11]1)[NH:12][C:13]([O:14][C:15]([CH3:16])([CH3:17])[CH3:18])=[O:19])=[O:20].[Na+:22].[OH2:28]>>[Cl:1][CH2:2][CH:3]([CH:4]([CH2:5][CH:6]1[CH2:7][CH2:8][CH2:9][CH2:10][CH2:11]1)[NH:12][C:13]([O:14][C:15]([CH3:16])([CH3:17])[CH3:18])=[O:19])[OH:20].